From a dataset of the Open Reaction Database (ORD), a public repository of structured organic reaction records. describe an organic reaction: reactants, conditions, products, and yield The reactants are C(=O)(OC)COC1=CC=C(C=C1)CC(C)N1CC(OCC1)C=1N=C(SC1)C(F)(F)F (N-[2-(4-carbomethoxymethoxyphenyl)-1-methylethyl]-2-(2-trifluoromethyl-thiazol-4-yl)morpholine), N (ammonia). Yields the product NC(=O)COC1=CC=C(C=C1)CC(C)N1CC(OCC1)C=1N=C(SC1)C(F)(F)F (N-[2-(4-Aminocarbonylmethoxyphenyl)-1-methylethyl]-2-(2-trifluoromethyl-thiazol-4-yl)morpholine). Reaction SMILES: [C:1]([CH2:5][O:6][C:7]1[CH:12]=[CH:11][C:10]([CH2:13][CH:14]([N:16]2[CH2:21][CH2:20][O:19][CH:18]([C:22]3[N:23]=[C:24]([C:27]([F:30])([F:29])[F:28])[S:25][CH:26]=3)[CH2:17]2)[CH3:15])=[CH:9][CH:8]=1)([O:3]C)=O.[NH3:31]>>[NH2:31][C:1]([CH2:5][O:6][C:7]1[CH:12]=[CH:11][C:10]([CH2:13][CH:14]([N:16]2[CH2:21][CH2:20][O:19][CH:18]([C:22]3[N:23]=[C:24]([C:27]([F:30])([F:28])[F:29])[S:25][CH:26]=3)[CH2:17]2)[CH3:15])=[CH:9][CH:8]=1)=[O:3]. Reported procedure: Prepared by analogy to Example 24 by reaction of N-[2-(4-carbomethoxymethoxyphenyl)-1-methylethyl]-2-(2-trifluoromethyl-thiazol-4-yl)morpholine with ammonia followed by purification on a silica gel column using ethyl acetate/toluene=8:2 as eluant.